Dataset: the Open Reaction Database (ORD), a public repository of structured organic reaction records. Task: describe an organic reaction: reactants, conditions, products, and yield Solvent: CS(=O)C (dimethylsulfoxide). Yields the product C1(=CC=CC=C1)S(=O)(=O)C1=CC=C(C=O)C=C1 (4-(benzenesulfonyl)-benzaldehyde). Starting materials: FC1=CC=C(C=O)C=C1 (4-fluorobenzaldehyde), C1(=CC=CC=C1)S(=O)[O-].[Na+] (sodium benzenesulfinate). Run at temperature 100 celsius. As a reaction SMILES: F[C:2]1[CH:9]=[CH:8][C:5]([CH:6]=[O:7])=[CH:4][CH:3]=1.[C:10]1([S:16]([O-:18])=[O:17])[CH:15]=[CH:14][CH:13]=[CH:12][CH:11]=1.[Na+]>CS(C)=O>[C:10]1([S:16]([C:2]2[CH:9]=[CH:8][C:5]([CH:6]=[O:7])=[CH:4][CH:3]=2)(=[O:18])=[O:17])[CH:15]=[CH:14][CH:13]=[CH:12][CH:11]=1 |f:1.2|. Reported procedure: A mixture of 4-fluorobenzaldehyde (6 g, 48 mmol), sodium benzenesulfinate (7.5 g, 4.6 mmol), and dimethylsulfoxide (30 mL) was heated at 100° C. for 20 hours. The reaction mixture was cooled to room temperature, then partitioned between ethyl acetate and water. The organic phase was dried over MgSO4, filtered, and concentrated to give a white solid. A solution of this crude product and dichloromethane was evaporated over silica gel, and the resulting silica gel supported crude product was purifi... Isolated yield 378.7%. Reactants: C(C)(C)N1C(SC2=C1C=C(C(=C2)F)NC(=O)OC)=O (3-isopropyl-6-fluoro-5-methoxycarbonylamino -2(3H)-benzothiazolone), [H-].[Na+] (sodium hydride), N\C(=C/C(=O)OCC)\C(F)(F)F (ethyl 3-amino-4,4,4-trifluorocrotonate), resultant mixture, O (water). Solvent: CN(C=O)C (N,N-dimethylformamide). The product is C(C)(C)N1C(SC2=C1C=C(C(=C2)F)N2C(NC(=CC2=O)C(F)(F)F)=O)=O (1-[3-isopropyl-6-fluoro-2(3H) -benzothiazolon -5-yl]-4-trifluoromethyl-1,2,3,6-tetrahydropyrimidine -2,6-dione). The yield is 41.8%. As a reaction SMILES: [CH:1]([N:4]1[C:8]2[CH:9]=[C:10]([NH:14][C:15](OC)=[O:16])[C:11]([F:13])=[CH:12][C:7]=2[S:6][C:5]1=[O:19])([CH3:3])[CH3:2].[H-].[Na+].[NH2:22]/[C:23](/[C:30]([F:33])([F:32])[F:31])=[CH:24]\[C:25]([O:27]CC)=O.O>CN(C)C=O>[CH:1]([N:4]1[C:8]2[CH:9]=[C:10]([N:14]3[C:25](=[O:27])[CH:24]=[C:23]([C:30]([F:31])([F:32])[F:33])[NH:22][C:15]3=[O:16])[C:11]([F:13])=[CH:12][C:7]=2[S:6][C:5]1=[O:19])([CH3:3])[CH3:2] |f:1.2|. Procedure: To a solution of 3-isopropyl-6-fluoro-5-methoxycarbonylamino -2(3H)-benzothiazolone (2.8 g) in N,N-dimethylformamide (10 g), sodium hydride (0.4 g) and ethyl 3-amino-4,4,4-trifluorocrotonate (0.9 g) were added, and the resultant mixture was heated under reflux for 3 hours. After cooling, the reaction mixture was poured into water and extracted with ethyl acetate. The organic layer was concentrated, and the residue was purified by column chromatography to give 1-[3-isopropyl-6-fluoro-2(3H) -benzo...